This data is from the Open Reaction Database (ORD), a public repository of structured organic reaction records. The task is: describe an organic reaction: reactants, conditions, products, and yield Reactants: ClC=1C=C(C=CC1Cl)N1CCNCC1 (4-(3,4-dichlorophenyl)piperazine), C(=O)(OC(C)(C)C)N[C@H]1C[C@H](CCC1)C(=O)O (cis-3-(N-Boc-amino)cyclohexane carboxylic acid), C=1C=CC2=C(C1)N=NN2O (HOBt), C(CCl)Cl (EDC), TEA. Solvent: ClCCl (dichloromethane). Reaction conditions: time 8 hour. Yields the product ClC=1C=C(C=CC1Cl)N1CCN(CC1)C(=O)[C@H]1C[C@H](CCC1)NC(OC(C)(C)C)=O (cis-Tert-butyl 3-(1-(3,4-dichlorophenyl)piperazine-4-carbonyl)cyclohexylcarbamate). The yield is 92.9%. RXN SMILES: [Cl:1][C:2]1[CH:3]=[C:4]([N:9]2[CH2:14][CH2:13][NH:12][CH2:11][CH2:10]2)[CH:5]=[CH:6][C:7]=1[Cl:8].[C:15]([NH:22][C@@H:23]1[CH2:28][CH2:27][CH2:26][C@H:25]([C:29](O)=[O:30])[CH2:24]1)([O:17][C:18]([CH3:21])([CH3:20])[CH3:19])=[O:16].C1C=CC2N(O)N=NC=2C=1.C(Cl)CCl>ClCCl>[Cl:1][C:2]1[CH:3]=[C:4]([N:9]2[CH2:14][CH2:13][N:12]([C:29]([C@@H:25]3[CH2:26][CH2:27][CH2:28][C@H:23]([NH:22][C:15](=[O:16])[O:17][C:18]([CH3:20])([CH3:19])[CH3:21])[CH2:24]3)=[O:30])[CH2:11][CH2:10]2)[CH:5]=[CH:6][C:7]=1[Cl:8]. Procedure details: To a mixture of 4-(3,4-dichlorophenyl)piperazine (350 mg, 1.51 mmol), cis-3-(N-Boc-amino)cyclohexane carboxylic acid (368 mg, 1.51 mmol), HOBt (209 mg, 1.51 mmol) and EDC (291 mg, 1.51 mmol) was added dichloromethane followed by TEA (153 mg, 1.51 mmoL). Upon completion of addition, the resulting solution was allowed to stir overnight. At the conclusion of this period, the reaction mixture was concentrated and then purified via silica gel chromatography (20% to 50% EtOAc/hexanes) to provide the t...